This data is from the Open Reaction Database (ORD), a public repository of structured organic reaction records. The task is: describe an organic reaction: reactants, conditions, products, and yield Starting materials: ClC=1C=C(C(=O)OCC)C=CC1N1C(COCC1C)=O (ethyl 3-chloro-4-(5-methyl-morpholin-3-on-4-yl)-benzoate), [OH-].[Li+] (lithium hydroxide). Run in C1CCOC1 (THF), O (water). Product: ClC=1C=C(C(=O)O)C=CC1N1C(COCC1C)=O (3-chloro-4-(5-methyl-morpholin-3-on-4-yl)-benzoic acid). As a reaction SMILES: [Cl:1][C:2]1[CH:3]=[C:4]([CH:10]=[CH:11][C:12]=1[N:13]1[CH:18]([CH3:19])[CH2:17][O:16][CH2:15][C:14]1=[O:20])[C:5]([O:7]CC)=[O:6].[OH-].[Li+]>C1COCC1.O>[Cl:1][C:2]1[CH:3]=[C:4]([CH:10]=[CH:11][C:12]=1[N:13]1[CH:18]([CH3:19])[CH2:17][O:16][CH2:15][C:14]1=[O:20])[C:5]([OH:7])=[O:6] |f:1.2|. Reported procedure: Prepared analogously to Example 31b from ethyl 3-chloro-4-(5-methyl-morpholin-3-on-4-yl)-benzoate with lithium hydroxide in THF and water. The reactants are C(CCC)C=1OC2=C(C1S(=O)(=O)C1=CC=C(C=C1)OC)C=CC=C2 (2-n-Butyl-3-(4-methoxyphenylsulfonyl)benzofuran), Cl.N1=CC=CC=C1 (pyridine hydrochloride). Yields the product C(CCC)C=1OC2=C(C1S(=O)(=O)C1=CC=C(C=C1)O)C=CC=C2 (2-n-butyl-3-(4-hydroxyphenylsulfonyl)benzofuran). RXN SMILES: [CH2:1]([C:5]1[O:6][C:7]2[CH:24]=[CH:23][CH:22]=[CH:21][C:8]=2[C:9]=1[S:10]([C:13]1[CH:18]=[CH:17][C:16]([O:19]C)=[CH:15][CH:14]=1)(=[O:12])=[O:11])[CH2:2][CH2:3][CH3:4].Cl.N1C=CC=CC=1>>[CH2:1]([C:5]1[O:6][C:7]2[CH:24]=[CH:23][CH:22]=[CH:21][C:8]=2[C:9]=1[S:10]([C:13]1[CH:18]=[CH:17][C:16]([OH:19])=[CH:15][CH:14]=1)(=[O:12])=[O:11])[CH2:2][CH2:3][CH3:4] |f:1.2|. Procedure: 2-n-Butyl-3-(4-methoxyphenylsulfonyl)benzofuran was demethylated with pyridine hydrochloride at 185° according to the procedure described in Example 1 to give 2-n-butyl-3-(4-hydroxyphenylsulfonyl)benzofuran, m.p. 163°-165°. The reactants are C(C)OC(=O)C1(CCC(CC1)O)CCOC (4-hydroxy-1-(2-methoxy-ethyl)-cyclohexanecarboxylic acid ethyl ester), C(C)(C)C1=CC=C(C=N1)N (6-isopropylpyridin-3-amine). Yields the product OC1CCC2(CCN(C2=O)C=2C=NC(=CC2)C(C)C)CC1 (8-Hydroxy-2-(6-isopropyl-pyridin-3-yl)-2-aza-spiro[4.5]decan-1-one). RXN SMILES: C(O[C:4]([C:6]1([CH2:13][CH2:14]OC)[CH2:11][CH2:10][CH:9]([OH:12])[CH2:8][CH2:7]1)=[O:5])C.[CH:17]([C:20]1[N:25]=[CH:24][C:23]([NH2:26])=[CH:22][CH:21]=1)([CH3:19])[CH3:18]>>[OH:12][CH:9]1[CH2:8][CH2:7][C:6]2([C:4](=[O:5])[N:26]([C:23]3[CH:24]=[N:25][C:20]([CH:17]([CH3:19])[CH3:18])=[CH:21][CH:22]=3)[CH2:14][CH2:13]2)[CH2:11][CH2:10]1. Procedure: The title compound was prepared in analogy to example 1, step 4 from 4-hydroxy-1-(2-methoxy-ethyl)-cyclohexanecarboxylic acid ethyl ester (obtained in example 2, step 3) by treatment with 6-isopropylpyridin-3-amine [CAS Reg. No. 405103-O2-8]. MS (m/e): 289.1 [MH+]. Reactants: C(C1=CC=CC=C1)N[C@@H]1[C@@H](CN(CC1)C(=O)OC(C)(C)C)OC(C)C (tert-Butyl cis(±)-4-(benzylamino)-3-isopropoxypiperidine-1-carboxylate). The reagents and catalysts are [OH-].[Pd+2].[OH-] (palladium hydroxide). Solvent: CO (methanol). Reaction conditions: time 3 hour. Product: N[C@@H]1[C@@H](CN(CC1)C(=O)OC(C)(C)C)OC(C)C (tert-butyl cis(±)-4-amino-3-isopropoxypiperidine-1-carboxylate). Yield: 83.0%. Reaction SMILES: C([NH:8][C@H:9]1[CH2:14][CH2:13][N:12]([C:15]([O:17][C:18]([CH3:21])([CH3:20])[CH3:19])=[O:16])[CH2:11][C@H:10]1[O:22][CH:23]([CH3:25])[CH3:24])C1C=CC=CC=1>CO.[OH-].[Pd+2].[OH-]>[NH2:8][C@H:9]1[CH2:14][CH2:13][N:12]([C:15]([O:17][C:18]([CH3:19])([CH3:20])[CH3:21])=[O:16])[CH2:11][C@H:10]1[O:22][CH:23]([CH3:25])[CH3:24] |f:2.3.4|. Procedure: 20% palladium hydroxide (wet, 60 mg) was added to a solution of tert-butyl cis(±)-4-(benzylamino)-3-isopropoxypiperidine-1-carboxylate obtained in Example (147d) (120 mg, 0.345 mmol) in methanol (1.2 mL), and the mixture was catalytically hydrogenated at room temperature for three hours. The catalyst was filtered off, and then the filtrate was concentrated under reduced pressure. A 1 N aqueous sodium hydroxide solution was added to the resulting residue, and the organic substance was extracted w... Reported procedure: To a 500 ml flask fitted with a magnetic stirrer, dropping funnel and thermometer, and containing a solution of 12.7 g (0.192 mol) of 85% potassium hydroxide in 300 ml of methanol was added in portions 10.0 g (0.0481 mol) of methyl 2-amino-5-thiocyanatobenzoate. The solution was cooled to 10° C. and a solution of 6.29 g (0.058 mol) ethylbromide in 50 ml of methanol was added over 10 minutes. This was followed by the addition of 8.0 g (0.048 mol) potassium iodide. After 2.5 hours, the reaction mi... The product is NC1=C(C(=O)O)C=C(C=C1)SCC (2-Amino-5-(ethylthio)benzoic Acid). Solvent: CO (methanol), CO (methanol). Conditions: temperature 10 celsius, time 2.5 hour. Isolated yield 31.7%. Reaction SMILES: [OH-].[K+].[NH2:3][C:4]1[CH:13]=[CH:12][C:11]([S:14][C:15]#N)=[CH:10][C:5]=1[C:6]([O:8]C)=[O:7].[CH2:17](Br)C.[I-].[K+]>CO>[NH2:3][C:4]1[CH:13]=[CH:12][C:11]([S:14][CH2:15][CH3:17])=[CH:10][C:5]=1[C:6]([OH:8])=[O:7] |f:0.1,4.5|. Reactants: C(C)Br (ethylbromide), [I-].[K+] (potassium iodide), [OH-].[K+] (potassium hydroxide), NC1=C(C(=O)OC)C=C(C=C1)SC#N (methyl 2-amino-5-thiocyanatobenzoate).